From a dataset of the Open Reaction Database (ORD), a public repository of structured organic reaction records. describe an organic reaction: reactants, conditions, products, and yield Reported procedure: 3-Fluorobenzyl 5-chloro-1-(3-fluorobenzyl)-1H-pyrrolo[3,2-b]pyridine-2-carboxylate (0.40 g, 0.97 mmol, from Step 1), di-tert-butyl hydrazine-1,2-dicarboxylate (0.25 g, 1.1 mmol, Aldrich), dicyclohexyl(2′,4′,6′-triisopropylbiphenyl-2-yl)phosphine-(2′-aminobiphenyl-2-yl)(chloro)palladium (1:1) (0.076 g, 0.097 mmol, Aldrich), and Cs2CO3 (0.32 g, 0.97 mmol, Aldrich) were combined in toluene (8.6 mL) and the mixture was degassed by a stream of nitrogen through the solution for 10 minutes. The reactio... Starting materials: ClC1=CC=C2C(=N1)C=C(N2CC2=CC(=CC=C2)F)C(=O)OCC2=CC(=CC=C2)F (3-fluorobenzyl 5-chloro-1-(3-fluorobenzyl)-1H-pyrrolo[3,2-b]pyridine-2-carboxylate), N(NC(=O)OC(C)(C)C)C(=O)OC(C)(C)C (di-tert-butyl hydrazine-1,2-dicarboxylate), C(=O)([O-])[O-].[Cs+].[Cs+] (Cs2CO3). Yields the product FC=1C=C(CN2C(=CC3=NC(=CC=C32)N(NC(=O)OC(C)(C)C)C(=O)OC(C)(C)C)C(=O)OCC3=CC(=CC=C3)F)C=CC1 (di-tert-butyl 1-(1-(3-fluorobenzyl)-2-{[(3-fluorobenzyl)oxy]carbonyl}-1H-pyrrolo[3,2-b]pyridin-5-yl)hydrazine-1,2-dicarboxylate). Reagents/catalysts: C1(CCCCC1)P(C1=C(C=CC=C1)C1=C(C=C(C=C1C(C)C)C(C)C)C(C)C)C1CCCCC1.NC1=C(C=CC=C1)C1=C(C=CC=C1)[Pd]Cl (dicyclohexyl(2′,4′,6′-triisopropylbiphenyl-2-yl)phosphine (2′-aminobiphenyl-2-yl)(chloro)palladium). The solvent is C1(=CC=CC=C1)C (toluene). Reaction conditions: temperature 110 celsius, time 6 hour. Reaction SMILES: Cl[C:2]1[N:7]=[C:6]2[CH:8]=[C:9]([C:19]([O:21][CH2:22][C:23]3[CH:28]=[CH:27][CH:26]=[C:25]([F:29])[CH:24]=3)=[O:20])[N:10]([CH2:11][C:12]3[CH:17]=[CH:16][CH:15]=[C:14]([F:18])[CH:13]=3)[C:5]2=[CH:4][CH:3]=1.[NH:30]([C:39]([O:41][C:42]([CH3:45])([CH3:44])[CH3:43])=[O:40])[NH:31][C:32]([O:34][C:35]([CH3:38])([CH3:37])[CH3:36])=[O:33].C([O-])([O-])=O.[Cs+].[Cs+]>C1(C)C=CC=CC=1.C1(P(C2CCCCC2)C2C=CC=CC=2C2C(C(C)C)=CC(C(C)C)=CC=2C(C)C)CCCCC1.NC1C=CC=CC=1C1C=CC=CC=1[Pd]Cl>[F:18][C:14]1[CH:13]=[C:12]([CH:17]=[CH:16][CH:15]=1)[CH2:11][N:10]1[C:5]2[C:6](=[N:7][C:2]([N:30]([C:39]([O:41][C:42]([CH3:45])([CH3:44])[CH3:43])=[O:40])[NH:31][C:32]([O:34][C:35]([CH3:36])([CH3:37])[CH3:38])=[O:33])=[CH:3][CH:4]=2)[CH:8]=[C:9]1[C:19]([O:21][CH2:22][C:23]1[CH:28]=[CH:27][CH:26]=[C:25]([F:29])[CH:24]=1)=[O:20] |f:2.3.4,6.7|. Reported procedure: A solution of 7.23 g (22.2 mmol) of t-butyl (4S,5R)-4-(cyclohexylmethyl)-5-formyl-2,2-dimethyl-3-oxazolidinecarboxylate in 150 ml of tetrahydrofuran is added dropwise within 40 minutes at 30° to a solution of the Grignard compound prepared from 15 g (111 mmol) of bromocyclobutane and 2.7 g (111 mgram atom) of magnesium shavings in 150 ml of tetrahydrofuran and the reaction mixture is subsequently stirred at room temperature overnight. Thereafter, the reaction mixture is poured into 300 ml of a s... Yield: 28.8%. Solvent: O1CCCC1 (tetrahydrofuran), O1CCCC1 (tetrahydrofuran). The reactants are [Cl-].[NH4+] (ammonium chloride), C1(CCCCC1)C[C@@H]1N(C(O[C@H]1C=O)(C)C)C(=O)OC(C)(C)C (t-butyl (4S,5R)-4-(cyclohexylmethyl)-5-formyl-2,2-dimethyl-3-oxazolidinecarboxylate), BrC1CCC1 (bromocyclobutane), [Mg] (magnesium). Reaction SMILES: [CH:1]1([CH2:7][C@H:8]2[C@H:12]([CH:13]=[O:14])[O:11][C:10]([CH3:16])([CH3:15])[N:9]2[C:17]([O:19][C:20]([CH3:23])([CH3:22])[CH3:21])=[O:18])[CH2:6][CH2:5][CH2:4][CH2:3][CH2:2]1.Br[CH:25]1[CH2:28][CH2:27][CH2:26]1.[Mg].[Cl-].[NH4+]>O1CCCC1>[CH:1]1([CH2:7][C@H:8]2[C@H:12]([C@H:13]([CH:25]3[CH2:28][CH2:27][CH2:26]3)[OH:14])[O:11][C:10]([CH3:16])([CH3:15])[N:9]2[C:17]([O:19][C:20]([CH3:23])([CH3:22])[CH3:21])=[O:18])[CH2:2][CH2:3][CH2:4][CH2:5][CH2:6]1 |f:3.4|. Product: C1(CCCCC1)C[C@@H]1N(C(O[C@H]1[C@@H](O)C1CCC1)(C)C)C(=O)OC(C)(C)C (t-butyl (4S,5R)-4-(cyclohexylmethyl)-5-[(S)-cyclobutylhydroxymethyl]-2,2-dimethyl-3-oxazolidinecarboxylate). Conditions: time 8 hour. The reactants are C=CCc1cccc(C)c1O, CC(=O)O, Cl. The product is C=CCc1cc(C=O)cc(C)c1O. As a reaction SMILES: [CH2:1]([CH:2]=[CH2:3])[c:4]1[c:5]([OH:11])[c:6]([CH3:10])[cH:7][cH:8][cH:9]1.[CH3:13][C:14]([OH:15])=[O:16].[ClH:12]>>[CH2:1]([CH:2]=[CH2:3])[c:4]1[c:5]([OH:11])[c:6]([CH3:10])[cH:7][c:8]([CH:14]=[O:15])[cH:9]1. Reactants: C(C)(=O)OCC1=CN=CN1CC1=CC(=C(C=C1)C#N)F (5-(acetoxymethyl)-1-(4-cyano-3-fluorobenzyl)imidazole), O.[OH-].[Li+] (lithium hydroxide monohydrate), Cl (hydrochloric acid). Solvent: C1CCOC1.O (THF water). Run at time 4 hour. The product is C(#N)C1=C(C=C(CN2C=NC=C2CO)C=C1)F (1-(4-Cyano-3-fluorobenzyl)-5-(hydroxymethyl)imidazole). As a reaction SMILES: C([O:4][CH2:5][C:6]1[N:10]([CH2:11][C:12]2[CH:17]=[CH:16][C:15]([C:18]#[N:19])=[C:14]([F:20])[CH:13]=2)[CH:9]=[N:8][CH:7]=1)(=O)C.O.[OH-].[Li+].Cl>C1COCC1.O>[C:18]([C:15]1[CH:16]=[CH:17][C:12]([CH2:11][N:10]2[C:6]([CH2:5][OH:4])=[CH:7][N:8]=[CH:9]2)=[CH:13][C:14]=1[F:20])#[N:19] |f:1.2.3,5.6|. Reported procedure: To a solution of 5-(acetoxymethyl)-1-(4-cyano-3-fluorobenzyl)imidazole, as described above in Step E, (19.8 g, 72.5 mmol) in 5:1 THF/water (430 mL) at ambient temperature was added lithium hydroxide monohydrate (3.33 g, 79.4 mmol). After 4 hrs, the solution was adjusted to pH 7 with 1.0 N hydrochloric acid and concentrated in vacuo. The residue was concentrated from toluene in vacuo (3×100 mL) to give the titled product as a pale solid. Reactants: COC1=CC(=C(N)C=C1)C (4-Methoxy-2-methylaniline), BrBr (bromine). The solvent is C(Cl)(Cl)Cl (chloroform), C(Cl)(Cl)Cl (chloroform). The product is Br.BrC1=C(N)C(=CC(=C1)OC)C (2-bromo-4-methoxy-6-methylaniline hydrobromide). Yield: 170.9%. As a reaction SMILES: [CH3:1][O:2][C:3]1[CH:9]=[CH:8][C:6]([NH2:7])=[C:5]([CH3:10])[CH:4]=1.[Br:11]Br>C(Cl)(Cl)Cl>[BrH:11].[Br:11][C:8]1[CH:9]=[C:3]([O:2][CH3:1])[CH:4]=[C:5]([CH3:10])[C:6]=1[NH2:7] |f:3.4|. Reported procedure: 4-Methoxy-2-methylaniline (9.30 ml, 72.9 mmol) in chloroform (250 ml ) at 0° C. was added a solution of bromine (3.76 ml, 72.9 mmol) in chloroform (60 ml) dropwise over ca. 3 h. The reaction mixture was concentrated, diluted with dichloromethane and concentrated, diluted again with diethyl ether and concentrated, and dried under high vacuum to give 18.5 g of 2-bromo-4-methoxy-6-methylaniline hydrobromide (85%). LC/MS (HPLC method 3): tR=1.395 min, 216.03(MH)+. The reactants are C(=O)(OC(C)(C)C)N[C@@H](CCC(N)=O)C(=O)O (N-BOC-glutamin), C(C1=CC=CC=C1)Cl (benzylchloride), C1(=NNCCCCCCCC1)C1=CCCCCCCCCC1 (diazabicycloundecene). The reagents and catalysts are C(C1=CC=CC=C1)Br (benzylbromide). Run in O1CCCC1 (tetrahydrofuran). Yields the product C(C1=CC=CC=C1)OC([C@@H](NC(=O)OC(C)(C)C)CCC(N)=O)=O (N-BOC-glutamin-benzylester). Isolated yield 59.8%. As a reaction SMILES: [C:1]([NH:8][C@H:9]([C:15]([OH:17])=[O:16])[CH2:10][CH2:11][C:12](=[O:14])[NH2:13])([O:3][C:4]([CH3:7])([CH3:6])[CH3:5])=[O:2].[CH2:18](Cl)[C:19]1[CH:24]=[CH:23][CH:22]=[CH:21][CH:20]=1.C1(C2CCCCCCCCCC=2)CCCCCCCCNN=1>O1CCCC1.C(Br)C1C=CC=CC=1>[CH2:18]([O:16][C:15](=[O:17])[C@H:9]([CH2:10][CH2:11][C:12](=[O:14])[NH2:13])[NH:8][C:1]([O:3][C:4]([CH3:7])([CH3:6])[CH3:5])=[O:2])[C:19]1[CH:24]=[CH:23][CH:22]=[CH:21][CH:20]=1. Procedure details: 147 g N-BOC-glutamin (t-butyloxycarbonyl-glutamin), 77 g benzylchloride and 4 g benzylbromide were refluxed in 600 ml tetrahydrofuran for 2.5 hours in the presence of a 5% excess of diazabicycloundecene. After the removal of the solvent, the residue was taken up in water-ethylacetate and washed with citric acid, sodium bicarbonate and water. Evaporating of the solvent and recrystallization from ethylacetate-hexane gave 120 g white crystals. NMR (DMSO-d6) among others: 7.36 (s,5H), 5.12 (dxd,2H),... Starting materials: N1CCCCC1 (piperidine), C(C)(=O)NC1=CC(=NC(N1OC(C)=O)=N)Cl (6-acetamido-1-acetoxy-4-chloro-1,2-dihydro-2-iminopyrimidine). The solvent is C(Cl)(Cl)Cl (chloroform). Reaction conditions: time 1 hour. The product is NC1=CC(=NC(N1O)=N)N1CCCCC1 (6-amino-1,2-dihydro-1-hydroxy-2-imino-4-piperidinopyrimidine). The yield is 80.0%. RXN SMILES: C([NH:4][C:5]1[N:10]([O:11]C(=O)C)[C:9](=[NH:15])[N:8]=[C:7](Cl)[CH:6]=1)(=O)C.[NH:17]1[CH2:22][CH2:21][CH2:20][CH2:19][CH2:18]1>C(Cl)(Cl)Cl>[NH2:4][C:5]1[N:10]([OH:11])[C:9](=[NH:15])[N:8]=[C:7]([N:17]2[CH2:22][CH2:21][CH2:20][CH2:19][CH2:18]2)[CH:6]=1. Reported procedure: After adding 0.49 g (2 mmoles) of 6-acetamido-1-acetoxy-4-chloro-1,2-dihydro-2-iminopyrimidine to a solution containing 10 ml of chloroform and 2 ml of piperidine, the mixture is refluxed for 30 minutes, then evaporated under reduced pressure. The residue is dissolved in the mixture of 10 ml of ethanol and 3 ml of 1N aqueous sodium hydroxide solution. The reaction mixture is left to stand at room temperature for one hour and then again evaporated under reduced pressure. After taking up the resid...